Dataset: the Open Reaction Database (ORD), a public repository of structured organic reaction records. Task: describe an organic reaction: reactants, conditions, products, and yield Reactants: CCCCCCc1cc(S(C)(=O)=NS(=O)(=O)c2ccc(C)cc2)ccc1OC(C)=O, CCO, Cl, [Na+], [Na+], O=C([O-])[O-], O. Yields the product CCCCCCc1cc(S(C)(=O)=NS(=O)(=O)c2ccc(C)cc2)ccc1O. As a reaction SMILES: [C:1](=[O:2])([CH3:3])[O:4][c:5]1[c:6]([CH2:25][CH2:26][CH2:27][CH2:28][CH2:29][CH3:30])[cH:7][c:8]([S:11](=[O:12])(=[N:13][S:14](=[O:15])(=[O:16])[c:17]2[cH:18][cH:19][c:20]([CH3:21])[cH:22][cH:23]2)[CH3:24])[cH:9][cH:10]1.[CH3:37][CH2:38][OH:39].[ClH:40].[Na+:31].[Na+:32].[O-:33][C:34](=[O:35])[O-:36].[OH2:41]>>[OH:4][c:5]1[c:6]([CH2:25][CH2:26][CH2:27][CH2:28][CH2:29][CH3:30])[cH:7][c:8]([S:11](=[O:12])(=[N:13][S:14](=[O:15])(=[O:16])[c:17]2[cH:18][cH:19][c:20]([CH3:21])[cH:22][cH:23]2)[CH3:24])[cH:9][cH:10]1. Reactants: COC([C@@H](NC(=O)C1=C(C=CC=C1C)Cl)CC1=CC=C(C=C1)C=1C(N(C(N(C1C)CC)=O)CC)=O)=O (N-[(2-chloro-6-methylphenyl)carbonyl]-4-(1,3-diethyl-6-methyl-2,4-dioxo-5-pyrimidinyl)-L-phenylalanine methyl ester), [OH-].[Na+] (sodium hydroxide). The yield is 67.8%. Yields the product ClC1=C(C(=CC=C1)C)C(=O)N[C@@H](CC1=CC=C(C=C1)C=1C(N(C(N(C1C)CC)=O)CC)=O)C(=O)O (N-[(2-chloro-6-methylphenyl)carbonyl]-4-(1,3-diethyl-6-methyl-2,4-dioxo-5-pyrimidinyl)-L-phenylalanine). Run at temperature 50 celsius, time 2 hour. As a reaction SMILES: C[O:2][C:3](=[O:36])[C@H:4]([CH2:16][C:17]1[CH:22]=[CH:21][C:20]([C:23]2[C:24](=[O:35])[N:25]([CH2:33][CH3:34])[C:26](=[O:32])[N:27]([CH2:30][CH3:31])[C:28]=2[CH3:29])=[CH:19][CH:18]=1)[NH:5][C:6]([C:8]1[C:13]([CH3:14])=[CH:12][CH:11]=[CH:10][C:9]=1[Cl:15])=[O:7].[OH-].[Na+]>C(O)C>[Cl:15][C:9]1[CH:10]=[CH:11][CH:12]=[C:13]([CH3:14])[C:8]=1[C:6]([NH:5][C@H:4]([C:3]([OH:36])=[O:2])[CH2:16][C:17]1[CH:18]=[CH:19][C:20]([C:23]2[C:24](=[O:35])[N:25]([CH2:33][CH3:34])[C:26](=[O:32])[N:27]([CH2:30][CH3:31])[C:28]=2[CH3:29])=[CH:21][CH:22]=1)=[O:7] |f:1.2|. The solvent is C(C)O (ethanol). Reported procedure: To a suspension of N-[(2-chloro-6-methylphenyl)carbonyl]-4-(1,3-diethyl-6-methyl-2,4-dioxo-5-pyrimidinyl)-L-phenylalanine methyl ester (0.82 mmol, 420 mg) in ethanol (2 mL) was added aqueous 1.0 N sodium hydroxide (1.6 mL) at room temperature. The mixture was heated to 50° C. and the resulting clear solution was stirred for 2 h. The ethanol was removed under reduced pressure and the residue was diluted with water (25 mL) and NaOH (3 mL, 1.0N) to dissolve the sodium salt. The aqueous solution was... The reactants are O=C([O-])[O-], COc1ncc(B(O)O)c(OC)n1, Cc1nc(C)c(I)o1, [Na+], [Na+], CC(=O)[O-], CC(=O)[O-], [Pd+2], c1ccc(P(c2ccccc2)c2ccccc2)cc1. Yields the product COc1ncc(-c2oc(C)nc2C)c(OC)n1. As a reaction SMILES: [C:22](=[O:23])([O-:24])[O-:25].[CH3:1][O:2][c:3]1[n:4][cH:5][c:6]([B:11]([OH:12])[OH:13])[c:7]([O:9][CH3:10])[n:8]1.[I:14][c:15]1[c:16]([CH3:21])[n:17][c:18]([CH3:20])[o:19]1.[Na+:26].[Na+:27].[O-:48][C:49]([CH3:50])=[O:51].[O-:52][C:53]([CH3:54])=[O:55].[Pd+2:47].[c:28]1([P:29]([c:30]2[cH:31][cH:32][cH:33][cH:34][cH:35]2)[c:36]2[cH:37][cH:38][cH:39][cH:40][cH:41]2)[cH:42][cH:43][cH:44][cH:45][cH:46]1>>[CH3:1][O:2][c:3]1[n:4][cH:5][c:6](-[c:15]2[c:16]([CH3:21])[n:17][c:18]([CH3:20])[o:19]2)[c:7]([O:9][CH3:10])[n:8]1. Reactants: S (Hydrogen sulphide), C(C)OC(=O)[C@H](CCC1=CC=CC=C1)N[C@@H](C)C(=O)N1[C@@H](SC(=N1)C1=CC=C(C=C1)SC)C(=O)O (3-[N-(1-(S)-Ethoxycarbonyl-3-phenylpropyl)-L-alanyl]-2,3-dihydro-5-[4-(methylthio)phenyl]-1,3,4-thiadiazole-2-(S)-carboxylic acid). The solvent is CO (methanol). Product: CSC1=CC=C(C=C1)C(SCC(=O)O)=S ([((4-(Methylthio)phenyl)thioxomethyl)thio]acetic acid). Reaction SMILES: [SH2:1].C(OC([C@@H](N[C@H](C(N1N=[C:24]([C:26]2[CH:31]=[CH:30][C:29]([S:32][CH3:33])=[CH:28][CH:27]=2)[S:23][C@H:22]1[C:34]([OH:36])=[O:35])=O)C)CCC1C=CC=CC=1)=O)C>CO>[CH3:33][S:32][C:29]1[CH:30]=[CH:31][C:26]([C:24](=[S:1])[S:23][CH2:22][C:34]([OH:36])=[O:35])=[CH:27][CH:28]=1. Procedure details: Hydrogen sulphide was passed through a solution of the product of step (b) (25.0g) in methanol (250ml) and cooled in an ice bath, for a period of 3 hours.